Task: describe an organic reaction: reactants, conditions, products, and yield. Dataset: the Open Reaction Database (ORD), a public repository of structured organic reaction records Starting materials: C(C1=CC=CC=C1)N1CCC(CC1)NC (1-benzyl-N-methylpiperidine-4-amine), C(C1=CC=CC=C1)N1CCC(CC1)N(C(COC1=NC(=CC(=N1)C)C)=O)C (N-(1-benzylpiperidine-4-yl)-2-(4,6-dimethylpyrimidine-2-yloxy)-N-methylacetamide), Cl.C(C)(=O)OCC (HCl ethyl acetate). The solvent is CO (methanol). Yields the product C(C1=CC=CC=C1)N1CCC(CC1)N(C(COC1=NC(=CC(=N1)C)C)=O)C (N-(1-benzylpiperidine-4-yl)-2-(4,6-dimethylpyrimidine-2-yloxy)-N-methylacetamide), Cl.C(C1=CC=CC=C1)N1CCC(CC1)N(C(COC1=NC(=CC(=N1)C)C)=O)C (N-(1-benzylpiperidine-4-yl)-2-(4,6-dimethylpyrimidine-2-yloxy)-N-methylacetamide hydrochloride). Yield: 62.0%. RXN SMILES: C(N1CCC(NC)CC1)C1C=CC=CC=1.[CH2:16]([N:23]1[CH2:28][CH2:27][CH:26]([N:29]([CH3:42])[C:30](=[O:41])[CH2:31][O:32][C:33]2[N:38]=[C:37]([CH3:39])[CH:36]=[C:35]([CH3:40])[N:34]=2)[CH2:25][CH2:24]1)[C:17]1[CH:22]=[CH:21][CH:20]=[CH:19][CH:18]=1.[ClH:43].C(OCC)(=O)C>CO>[CH2:16]([N:23]1[CH2:28][CH2:27][CH:26]([N:29]([CH3:42])[C:30](=[O:41])[CH2:31][O:32][C:33]2[N:38]=[C:37]([CH3:39])[CH:36]=[C:35]([CH3:40])[N:34]=2)[CH2:25][CH2:24]1)[C:17]1[CH:18]=[CH:19][CH:20]=[CH:21][CH:22]=1.[ClH:43].[CH2:16]([N:23]1[CH2:28][CH2:27][CH:26]([N:29]([CH3:42])[C:30](=[O:41])[CH2:31][O:32][C:33]2[N:38]=[C:37]([CH3:39])[CH:36]=[C:35]([CH3:40])[N:34]=2)[CH2:25][CH2:24]1)[C:17]1[CH:18]=[CH:19][CH:20]=[CH:21][CH:22]=1 |f:2.3,6.7|. Procedure: N-(1-benzylpiperidine-4-yl)-2-(4,6-dimethylpyrimidine-2-yloxy)-N-methylacetamide (147 mg: 62% yield) was synthesized from 2-(4,6-dimethylpyrimidine-2-yl)oxyaceteic acid (117 mg) and 1-benzyl-N-methylpiperidine-4-amine (131 mg) in the same manner as in Example 49. Then, to a methanol solution of N-(1-benzylpiperidine-4-yl)-2-(4,6-dimethylpyrimidine-2-yloxy)-N-methylacetamide, 1 equivalent of 4N HCl/ethyl acetate solution was added. The mixture was then concentrated under reduced pressure to give ... Starting materials: [Li]C(C)(C)C, C1CCOC1, Cc1cc(C)nc(C)c1, COc1ccc(F)cc1C(C)(C)CC(=O)C(F)(F)F. Yields the product COc1ccc(F)cc1C(C)(C)CC(O)(Cc1cc(C)cc(C)n1)C(F)(F)F. Reaction SMILES: [C:1]([Li:2])([CH3:3])([CH3:4])[CH3:5].[CH2:34]1[O:35][CH2:36][CH2:37][CH2:38]1.[CH3:6][c:7]1[n:8][c:9]([CH3:14])[cH:10][c:11]([CH3:13])[cH:12]1.[F:15][C:16]([C:17]([CH2:18][C:19]([CH3:20])([CH3:21])[c:22]1[c:23]([O:29][CH3:30])[cH:24][cH:25][c:26]([F:28])[cH:27]1)=[O:31])([F:32])[F:33]>>[CH2:6]([c:7]1[n:8][c:9]([CH3:14])[cH:10][c:11]([CH3:13])[cH:12]1)[C:17]([C:16]([F:15])([F:32])[F:33])([CH2:18][C:19]([CH3:20])([CH3:21])[c:22]1[c:23]([O:29][CH3:30])[cH:24][cH:25][c:26]([F:28])[cH:27]1)[OH:31]. Reactants: [H-].[Na+] (NaH), COC=1C=C2C=CNC2=CC1 (5-methoxy-1H-indole), CN(C)C=O (DMF), [OH-].[K+] (KOH), II (iodine), CI (MeI). Conditions: time 30 minute. Product: IC1=CN(C2=CC=C(C=C12)OC)C (3-iodo-5-methoxy-1-methyl-1H-indole). Isolated yield 99.0%. RXN SMILES: [CH3:1][O:2][C:3]1[CH:4]=[C:5]2C(=[CH:10][CH:11]=1)NC=[CH:6]2.[OH-].[K+].[I:14]I.[H-].[Na+].CI.[CH3:20][N:21]([CH:23]=O)[CH3:22]>>[I:14][C:6]1[C:5]2[C:22](=[CH:10][CH:11]=[C:3]([O:2][CH3:1])[CH:4]=2)[N:21]([CH3:20])[CH:23]=1 |f:1.2,4.5|. Procedure: A flask containing 5-methoxy-1H-indole (5.15 g, 35.0 mmol) in DMF (100 mL) at rt was stirred with KOH (2.06 g, 36.7 mmol) for about 15 min and then treated with iodine (9.06 g, 35.7 mmol). After about 30 min, 60 wt % NaH (1.68 g, 42.0 mmol) was added portion-wise. After about 15 min, MeI (2.41 mL, 38.5 mmol) was added and the mixture was stirred for about 15 min. The solvents were evaporated under reduced pressure and the residue was stirred with water (300 mL) for about 15 min at P. The slurry ... Yields the product C1(=CC=CC=C1)SCC(=O)C1=CC=CC=C1 (a-(Phenylthio)acetophenone). Solvent: N1=CC=CC=C1 (pyridine). Isolated yield 67.7%. Reaction SMILES: Br[CH2:2][C:3]([C:5]1[CH:10]=[CH:9][CH:8]=[CH:7][CH:6]=1)=[O:4].[C:11]1([SH:17])[CH:16]=[CH:15][CH:14]=[CH:13][CH:12]=1>N1C=CC=CC=1>[C:11]1([S:17][CH2:2][C:3]([C:5]2[CH:10]=[CH:9][CH:8]=[CH:7][CH:6]=2)=[O:4])[CH:16]=[CH:15][CH:14]=[CH:13][CH:12]=1. Procedure details: To 300 mL of pyridine was added a-bromoacetophenone (150 g, 750 mmol) and thiophenol (83 g, 750 mmol). The mixture was heated at reflux for six hours. The pyridine was evaporated and the residue dissolved in ethyl acetate. The ethyl acetate solution was washed exhaustively with 1 N sodium hydroxide, then with 1 N hydrochloric acid, dried over magnesium sulfate, filtered, and evaporated to yield a brown oil. The product was crystallized from ethanol at 0° C. to yield 116 g of the title compound. The reactants are BrCC(=O)C1=CC=CC=C1 (a-bromoacetophenone), C1(=CC=CC=C1)S (thiophenol). Starting materials: OCC1(CC1)C#N (1-(hydroxymethyl)-cyclopropanecarbonitrile), C1(C=2C(C(N1)=O)=CC=CC2)=O (phthalimide), C1(=CC=CC=C1)P(C1=CC=CC=C1)C1=CC=CC=C1 (triphenylphosphine), CCOC(=O)/N=N/C(=O)OCC (DEAD). The solvent is C1CCOC1 (THF). Conditions: time 17 hour. Product: O=C1N(C(C2=CC=CC=C12)=O)CC1(CC1)C#N (1-((1,3-dioxoisoindolin-2-yl)methyl)-cyclopropanecarbonitrile). Yield: 68.3%. Reaction SMILES: O[CH2:2][C:3]1([C:6]#[N:7])[CH2:5][CH2:4]1.[C:8]1(=[O:18])[NH:12][C:11](=[O:13])[C:10]2=[CH:14][CH:15]=[CH:16][CH:17]=[C:9]12.C1(P(C2C=CC=CC=2)C2C=CC=CC=2)C=CC=CC=1.CCOC(/N=N/C(OCC)=O)=O>C1COCC1>[O:13]=[C:11]1[C:10]2[C:9](=[CH:17][CH:16]=[CH:15][CH:14]=2)[C:8](=[O:18])[N:12]1[CH2:2][C:3]1([C:6]#[N:7])[CH2:5][CH2:4]1. Procedure: A solution of 1-(hydroxymethyl)-cyclopropanecarbonitrile (5.52 g, 56.8 mmol), phthalimide (9.20 g, 62.5 mmol), and triphenylphosphine (16.4 g, 62.5 mmol) in THF (550 mL) was treated with DEAD (9.90 mL, 62.5 mmol) and stirred at room temperature for 17 hours. The reaction mixture was then concentrated and the resulting solids were triturated in diethyl ether (150 mL), and collected by filtration. Purification by flash chromatography (SiO2, 0-20% EtOAc in DCM) afforded 1-((1,3-dioxoisoindolin-2-yl...